This data is from the Open Reaction Database (ORD), a public repository of structured organic reaction records. The task is: describe an organic reaction: reactants, conditions, products, and yield Reactants: CN(C)c1ccccn1, C(=NC1CCCCC1)=NC1CCCCC1, C1CCOC1, CC(O)C(=O)N1CCCC1C(=O)O, CCCCC(NC(=O)OCc1ccccc1)[PH](=O)O. Product: CCCCC(NC(=O)OCc1ccccc1)[PH](=O)OC(C)C(=O)N1CCCC1C(=O)O. RXN SMILES: [CH3:48][N:49]([c:50]1[cH:51][cH:52][cH:53][cH:54][n:55]1)[CH3:56].[CH:33]1([N:34]=[C:35]=[N:36][CH:37]2[CH2:38][CH2:39][CH2:40][CH2:41][CH2:42]2)[CH2:43][CH2:44][CH2:45][CH2:46][CH2:47]1.[O:57]1[CH2:58][CH2:59][CH2:60][CH2:61]1.[OH:20][CH:21]([C:22](=[O:23])[N:24]1[CH:25]([C:26](=[O:27])[OH:28])[CH2:29][CH2:30][CH2:31]1)[CH3:32].[c:1]1([CH2:7][O:8][C:9](=[O:10])[NH:11][CH:12]([CH2:13][CH2:14][CH2:15][CH3:16])[PH:17]([OH:18])=[O:19])[cH:2][cH:3][cH:4][cH:5][cH:6]1>>[c:1]1([CH2:7][O:8][C:9](=[O:10])[NH:11][CH:12]([CH2:13][CH2:14][CH2:15][CH3:16])[PH:17]([O:18][CH:21]([C:22](=[O:23])[N:24]2[CH:25]([C:26](=[O:27])[OH:28])[CH2:29][CH2:30][CH2:31]2)[CH3:32])=[O:19])[cH:2][cH:3][cH:4][cH:5][cH:6]1. Starting materials: C(C)(=O)OC1CC[C@H](S1)CO[Si](C1=CC=CC=C1)(C1=CC=CC=C1)C(C)(C)C (1-O-Acetyl-5-O-t-butyldiphenylsilyl-4-thio-2,3-dideoxyribofuranose), ClC1=NC(=C2NC=NC2=N1)Cl (2,6-dichloropurine), C1(=CC=CC=C1)C (toluene), [Cl-].C(C)[Al+]CC (diethyl aluminum chloride). The solvent is C(C)#N (acetonitrile). Reaction conditions: temperature 0 celsius, time 10 minute. Product: [Si](C1=CC=CC=C1)(C1=CC=CC=C1)(C(C)(C)C)OC[C@@H]1CCC(S1)N1C2=NC(=NC(=C2N=C1)Cl)Cl (9-(5-O-t-Butyldiphenylsilyl-4-thio-2,3-dideoxy-D-ribofuranosyl)-2,6-dichloropurine). Isolated yield 30.0%. RXN SMILES: C(O[CH:5]1[S:9][C@H:8]([CH2:10][O:11][Si:12]([C:25]([CH3:28])([CH3:27])[CH3:26])([C:19]2[CH:24]=[CH:23][CH:22]=[CH:21][CH:20]=2)[C:13]2[CH:18]=[CH:17][CH:16]=[CH:15][CH:14]=2)[CH2:7][CH2:6]1)(=O)C.[Cl:29][C:30]1[N:38]=[C:37]2[C:33]([NH:34][CH:35]=[N:36]2)=[C:32]([Cl:39])[N:31]=1.C1(C)C=CC=CC=1.[Cl-].C([Al+]CC)C>C(#N)C>[Si:12]([O:11][CH2:10][C@H:8]1[S:9][CH:5]([N:36]2[CH:35]=[N:34][C:33]3[C:37]2=[N:38][C:30]([Cl:29])=[N:31][C:32]=3[Cl:39])[CH2:6][CH2:7]1)([C:25]([CH3:27])([CH3:26])[CH3:28])([C:13]1[CH:14]=[CH:15][CH:16]=[CH:17][CH:18]=1)[C:19]1[CH:20]=[CH:21][CH:22]=[CH:23][CH:24]=1 |f:3.4|. Procedure: A mixture of 10 (0.25 g, 0.6 mmol), 2,6-dichloropurine (0.142 g, 0.75 mmol) in 10 mL acetonitrile was cooled to 0° C. and a 1.8 M toluene solution of diethyl aluminum chloride (0.345 mL, 0.62 mmol) was added over 1 min. Stirring was continued at 0° C. for 5 minutes and at 25° C. for 10 minutes. The reaction mixture was quenched by pouring into a mixture of 20 mL dichloromethane and 10 mL saturated NaHCO3. The organic phase was dried (MgSO4) and concentrated in vacuo. The residue was flash chroma... Reactants: CC(C(=O)N(C(=O)N)C[C@H]1C[C@H](OCC2=CC=CC=C2)[C@H](O1)COCC1=CC=CC=C1)=COC (1-[N-(2-methyl-3-methoxypropenoyl)ureido]-2,5-anhydro-4,6-di -O-benzyl-1,3-dideoxy-D-allitol), Cl (hydrochloric acid). The solvent is C(C)(=O)O (acetic acid). The product is C(C1=CC=CC=C1)O[C@H]1C[C@H](CN2C(=O)NC(=O)C(C)=C2)O[C@@H]1COCC1=CC=CC=C1 (2,5-Anhydro-4,6-di-O-benzyl-1,3-dideoxy-1-(thymin-1-yl)-D-allitol). Isolated yield 74.7%. Reaction SMILES: [CH3:1][C:2](=[CH:32][O:33]C)[C:3]([N:5]([CH2:9][C@@H:10]1[O:22][C@H:21]([CH2:23][O:24][CH2:25][C:26]2[CH:31]=[CH:30][CH:29]=[CH:28][CH:27]=2)[C@@H:12]([O:13][CH2:14][C:15]2[CH:20]=[CH:19][CH:18]=[CH:17][CH:16]=2)[CH2:11]1)[C:6]([NH2:8])=[O:7])=O.Cl>C(O)(=O)C>[CH2:25]([O:24][C@@H:23]1[C@@H:21]([CH2:12][O:13][CH2:14][C:15]2[CH:16]=[CH:17][CH:18]=[CH:19][CH:20]=2)[O:22][C@@H:10]([CH2:9][N:5]2[CH:3]=[C:2]([CH3:1])[C:32](=[O:33])[NH:8][C:6]2=[O:7])[CH2:11]1)[C:26]1[CH:27]=[CH:28][CH:29]=[CH:30][CH:31]=1. Procedure details: 1-[N-(2-methyl-3-methoxypropenoyl)ureido]-2,5-anhydro-4,6-di -O-benzyl-1,3-dideoxy-D-allitol (2.3 g) was stirred in acetic acid (36 ml)--concentrated hydrochloric acid (3.6 ml) at room temperature overnight. This reaction mixture was concentrated and the residue was purified by silica gel column chromatography (chloroform→1% methanol/chloroform) to provide 1.6 g of the desirable compound as pale-yellow oily substance.